The task is: describe an organic reaction: reactants, conditions, products, and yield. This data is from the Open Reaction Database (ORD), a public repository of structured organic reaction records. The reactants are C1(=CC=CC=C1)C=1C(=NC=2N(C1)C=CN2)C2=CC=C(C=O)C=C2 (4-(6-phenylimidazo[1,2-a]pyrimidin-7-yl)benzaldehyde), [BH-](OC(=O)C)(OC(=O)C)OC(=O)C.[Na+] (NaBH(OAc)3), 2-(5-Piperidin-[1,2,4]triazol-3-yl)-pyridine, N(N)C(=O)C1CCN(CC1)C(=O)OC(C)(C)C (tert-butyl 4-(hydrazinocarbonyl)piperidine-1-carboxylate), N1=C(C=CC=C1)C#N (pyridine-2-carbonitrile), [BH-](OC(=O)C)(OC(=O)C)OC(=O)C.[Na+] (NaBH(OAc)3). The solvent is C(C)(=O)O (acetic acid), CN(C)C=O (DMF), CO (methanol), C(C)N(CC)CC (triethylamine). The product is C1(=CC=CC=C1)C=1C(=NC=2N(C1)C=CN2)C2=CC=C(C=C2)CN2CCC(CC2)C2=NC(=NN2)C2=NC=CC=C2 (6-phenyl-7-(4-{[4-(3-pyridin-2-yl-1,2,4-triazol-5-yl)piperidin-1-yl]methyl}phenyl)imidazo[1,2-a]pyrimidine). As a reaction SMILES: [C:1]1([C:7]2[C:8]([C:16]3[CH:23]=[CH:22][C:19]([CH:20]=O)=[CH:18][CH:17]=3)=[N:9][C:10]3[N:11]([CH:13]=[CH:14][N:15]=3)[CH:12]=2)[CH:6]=[CH:5][CH:4]=[CH:3][CH:2]=1.[NH:24]([C:26]([CH:28]1[CH2:33][CH2:32][N:31](C(OC(C)(C)C)=O)[CH2:30][CH2:29]1)=O)[NH2:25].[N:41]1[CH:46]=[CH:45][CH:44]=[CH:43][C:42]=1[C:47]#[N:48].[BH-](OC(C)=O)(OC(C)=O)OC(C)=O.[Na+]>CO.CN(C=O)C.C(O)(=O)C.C(N(CC)CC)C>[C:1]1([C:7]2[C:8]([C:16]3[CH:23]=[CH:22][C:19]([CH2:20][N:31]4[CH2:30][CH2:29][CH:28]([C:26]5[NH:24][N:25]=[C:47]([C:42]6[CH:43]=[CH:44][CH:45]=[CH:46][N:41]=6)[N:48]=5)[CH2:33][CH2:32]4)=[CH:18][CH:17]=3)=[N:9][C:10]3[N:11]([CH:13]=[CH:14][N:15]=3)[CH:12]=2)[CH:6]=[CH:5][CH:4]=[CH:3][CH:2]=1 |f:3.4|. Procedure: 0.55 ml triethylamine is added to a solution of 0.5 g 4-(6-phenylimidazo[1,2-a]pyrimidin-7-yl)benzaldehyde in 15 ml methanol. To this solution a solution of 0.6 g 2-(5-Piperidin-[1,2,4]triazol-3-yl)-pyridine*2HCl (prepared from tert-butyl 4-(hydrazinocarbonyl)piperidine-1-carboxylate and pyridine-2-carbonitrile according to a procedure described in U.S. Pat. No. 4,011,218 or WO2005100344) in 15 ml DMF is added, followed by 0.25 ml glacial acetic acid and 700 mg NaBH(OAc)3. The resulting mixture ... Yields the product CNc1cc(-c2cccc(NCc3cccc(F)c3)n2)c(Cl)cn1. The reactants are CN, CS(C)=O, Fc1cccc(CNc2cccc(-c3cc(F)ncc3Cl)n2)c1, O. As a reaction SMILES: [CH3:24][NH2:25].[CH3:27][S:28]([CH3:29])=[O:30].[Cl:1][c:2]1[c:3](-[c:9]2[n:10][c:11]([NH:15][CH2:16][c:17]3[cH:18][c:19]([F:23])[cH:20][cH:21][cH:22]3)[cH:12][cH:13][cH:14]2)[cH:4][c:5]([F:8])[n:6][cH:7]1.[OH2:26]>>[Cl:1][c:2]1[c:3](-[c:9]2[n:10][c:11]([NH:15][CH2:16][c:17]3[cH:18][c:19]([F:23])[cH:20][cH:21][cH:22]3)[cH:12][cH:13][cH:14]2)[cH:4][c:5]([NH:25][CH3:24])[n:6][cH:7]1. Reactants: [C-]#N, Cc1ccc(S(=O)(=O)OCC(NC(=O)OC(C)(C)C)c2ccsc2)cc1, CS(C)=O, [Cl-], [Na+], [Na+]. Product: CC(C)(C)OC(=O)NC(CC#N)c1ccsc1. As a reaction SMILES: [C-:27]#[N:28].[CH3:1][c:2]1[cH:3][cH:4][c:5]([S:6]([O:7][CH2:12][CH:13]([c:14]2[cH:15][s:16][cH:17][cH:18]2)[NH:19][C:20](=[O:21])[O:22][C:23]([CH3:24])([CH3:25])[CH3:26])(=[O:8])=[O:9])[cH:10][cH:11]1.[CH3:32][S:33]([CH3:34])=[O:35].[Cl-:30].[Na+:29].[Na+:31]>>[CH2:12]([CH:13]([c:14]1[cH:15][s:16][cH:17][cH:18]1)[NH:19][C:20](=[O:21])[O:22][C:23]([CH3:24])([CH3:25])[CH3:26])[C:27]#[N:28]. The reactants are C1(OCCC2=CC=CC=C12)CCO ((-)-2-(isochroman-1-yl)ethanol), N1(CCNCCC1)C1=CC=C(C=C1)S(=O)(=O)N (4-(homopiperazin-1-yl)benzenesulfonamide), N1(CCNCC1)C1=CC=C(C=C1)S(=O)(=O)N (4-(piperazin-1-yl)benzenesulfonamide), ClCCC1OCC(C2=CC=CC=C12)C (1-(2-chloroethyl)-4-methyl-isochroman), C[C@@H]1N[C@@H](CNC1)C (cis-2,6-dimethylpiperazine). Product: [C@H]1(OCCC2=CC=CC=C12)CCN1CCN(CCC1)C1=CC=C(C=C1)S(=O)(=O)N ((S)-(-)-4-[4-[2-(Isochroman-1-yl)ethyl]homopiperazin-1-yl]benzenesulfonamide). Reaction SMILES: [CH:1]1([CH2:11][CH2:12]O)[C:10]2[C:5](=[CH:6][CH:7]=[CH:8][CH:9]=2)[CH2:4][CH2:3][O:2]1.[N:14]1([C:21]2[CH:26]=[CH:25][C:24]([S:27]([NH2:30])(=[O:29])=[O:28])=[CH:23][CH:22]=2)[CH2:20][CH2:19][CH2:18][NH:17][CH2:16][CH2:15]1.N1(C2C=CC(S(N)(=O)=O)=CC=2)CCNCC1.ClCCC1C2C(=CC=CC=2)C(C)CO1.C[C@H]1CNC[C@@H](C)N1>>[C@H:1]1([CH2:11][CH2:12][N:17]2[CH2:18][CH2:19][CH2:20][N:14]([C:21]3[CH:22]=[CH:23][C:24]([S:27]([NH2:30])(=[O:29])=[O:28])=[CH:25][CH:26]=3)[CH2:15][CH2:16]2)[C:10]2[C:5](=[CH:6][CH:7]=[CH:8][CH:9]=2)[CH2:4][CH2:3][O:2]1. Reported procedure: Following the general procedure for EXAMPLE 48 and making non-critical variations (-)-2-(isochroman-1-yl)ethanol (LXXIX) and 4-(homopiperazin-1-yl)benzenesulfonamide (IV; prepared from 4-fluorobenzenesulfonamide (III) and homopiperazine (II, Aldrich) by the method of EXAMPLE 47 Step 1) give the title compound, MS (m/z) 415; [α]D -50° (c 0.9996, methylene chloride); IR (mineral oil) 1153, 1595, 1102, 1511 and 1316 cm-1. Starting materials: C(C)OC(=O)CCCCN1N=NN=C1C1=CC2=C(OC([C@@]([C@@H]2OC2=CC=C(N=N2)O)(C)O)(C)C)C=C1 ((3S,4R)-3,4-dihydro-6-(1-[4-ethoxycarbonylbut-1-yl]-1H-tetrazol-5-yl)-3-hydroxy-4-(3-hydroxypyridazin-6-yl)oxy-2,2,3-trimethyl-2H-benzo[b]pyran), S(=O)(=O)(OC)OC (dimethyl sulfate), C([O-])([O-])=O.[K+].[K+] (potassium carbonate). Solvent: CC(=O)C (acetone). Product: C(C)OC(=O)CCCCN1N=NN=C1C1=CC2=C(OC([C@@]([C@@H]2OC=2C=CC(N(N2)C)=O)(C)O)(C)C)C=C1 ((3S,4R)-3,4-Dihydro-6-(1-[4-ethoxycarbonylbut-1-yl]-1H-tetrazol-5-yl)-3-hydroxy-4-(2-methyl-3-oxopyridazin-6-yl)oxy-2,2,3-trimethyl-2H-benzo[b]pyran). Reaction SMILES: [CH2:1]([O:3][C:4]([CH2:6][CH2:7][CH2:8][CH2:9][N:10]1[C:14]([C:15]2[CH:36]=[CH:35][C:18]3[O:19][C:20]([CH3:34])([CH3:33])[C@:21]([OH:32])([CH3:31])[C@H:22]([O:23][C:24]4[N:29]=[N:28][C:27]([OH:30])=[CH:26][CH:25]=4)[C:17]=3[CH:16]=2)=[N:13][N:12]=[N:11]1)=[O:5])[CH3:2].S(OC)(O[CH3:41])(=O)=O.C(=O)([O-])[O-].[K+].[K+]>CC(C)=O>[CH2:1]([O:3][C:4]([CH2:6][CH2:7][CH2:8][CH2:9][N:10]1[C:14]([C:15]2[CH:36]=[CH:35][C:18]3[O:19][C:20]([CH3:34])([CH3:33])[C@:21]([OH:32])([CH3:31])[C@H:22]([O:23][C:24]4[CH:25]=[CH:26][C:27](=[O:30])[N:28]([CH3:41])[N:29]=4)[C:17]=3[CH:16]=2)=[N:13][N:12]=[N:11]1)=[O:5])[CH3:2] |f:2.3.4|. Reported procedure: A mixture containing (3S,4R)-3,4-dihydro-6-(1-[4-ethoxycarbonylbut-1-yl]-1H-tetrazol-5-yl)-3-hydroxy-4-(3-hydroxypyridazin-6-yl)oxy-2,2,3-trimethyl-2H-benzo[b]pyran (see Example 11) (0.25 g), dimethyl sulfate (0.34 ml), anhydrous potassium carbonate (0.51 g) and acetone (10 ml) was heated under reflux for 4 hours. On cooling to room temperature the mixture was concentrated in vacuo and the residue partitioned between ethyl acetate (50 ml) and water (50 ml). Starting materials: CN(C=CC1C(C1CC(C)=O)(C)C)C (1-(3-(2-(dimethylamino)ethenyl)-2,2-dimethylcyclopropyl)-2-propanone), O=[O+][O-] (ozone). The solvent is C(Cl)Cl (methylene chloride). Yields the product CC1(C(C1CC(C)=O)C=O)C (2,2-Dimethyl-3-(2-oxopropyl)cyclopropanecarbaldehyde). The yield is 84.4%. Reaction SMILES: CN(C)C=[CH:4][CH:5]1[CH:7]([CH2:8][C:9](=[O:11])[CH3:10])[C:6]1([CH3:13])[CH3:12].[O:15]=[O+][O-]>C(Cl)Cl>[CH3:12][C:6]1([CH3:13])[CH:7]([CH2:8][C:9](=[O:11])[CH3:10])[CH:5]1[CH:4]=[O:15]. Reported procedure: To a solution 2.4 g of 1-(3-(2-(dimethylamino)ethenyl)-2,2-dimethylcyclopropyl)-2-propanone, the product of Embodiment I, in 50 ml of methylene chloride was added 0.6 g of ozone over 20 min at -80° C. The resulting mixture was purged with air and 1.5 g of triethylamine was added dropwise at -30° C. The resulting mixture, after stirring and warming to room temperature, had a negative test to starch iodide paper. The reaction mixture was poured into 25 ml 1 N hydrochloride acid solution. The resul... Reactants: ClCCCOC1=CC=2C3=C(C(=NC2C=C1)N)N=C(N3CCC)COC (8-(3-chloropropoxy)-2-(methoxymethyl)-1-propyl-1H-imidazo[4,5-c]quinolin-4-amine), C([O-])([O-])=O.[K+].[K+] (potassium carbonate), N1=C(C=CC=C1)N1CCNCC1 (1-(2-pyridyl)piperazine). Solvent: CN(C)C=O (DMF). Reaction conditions: temperature 70 celsius, time 3 hour. Product: COCC=1N(C2=C(C(=NC=3C=CC(=CC23)OCCCN2CCN(CC2)C2=NC=CC=C2)N)N1)CCC (2-(methoxymethyl)-1-propyl-8-[3-(4-pyridin-2-ylpiperazin-1-yl)propoxy]-1H-imidazo[4,5-c]quinolin-4-amine). Reaction SMILES: Cl[CH2:2][CH2:3][CH2:4][O:5][C:6]1[CH:15]=[CH:14][C:13]2[N:12]=[C:11]([NH2:16])[C:10]3[N:17]=[C:18]([CH2:23][O:24][CH3:25])[N:19]([CH2:20][CH2:21][CH3:22])[C:9]=3[C:8]=2[CH:7]=1.C(=O)([O-])[O-].[K+].[K+].[N:32]1[CH:37]=[CH:36][CH:35]=[CH:34][C:33]=1[N:38]1[CH2:43][CH2:42][NH:41][CH2:40][CH2:39]1>CN(C=O)C>[CH3:25][O:24][CH2:23][C:18]1[N:19]([CH2:20][CH2:21][CH3:22])[C:9]2[C:8]3[CH:7]=[C:6]([O:5][CH2:4][CH2:3][CH2:2][N:41]4[CH2:42][CH2:43][N:38]([C:33]5[CH:34]=[CH:35][CH:36]=[CH:37][N:32]=5)[CH2:39][CH2:40]4)[CH:15]=[CH:14][C:13]=3[N:12]=[C:11]([NH2:16])[C:10]=2[N:17]=1 |f:1.2.3|. Procedure details: A mixture of 8-(3-chloropropoxy)-2-(methoxymethyl)-1-propyl-1H-imidazo[4,5-c]quinolin-4-amine (0.20 g, 0.55 mmol, 1 equivalent), potassium carbonate (4 equivalents), and 1-(2-pyridyl)piperazine (1.1 equivalents) in DMF (5 mL) was heated at 70° C. overnight. The reaction mixture was allowed to cool to room temperature and was poured onto ice (50 g). After the mixture was stirred for 3 hours, a brown solid was isolated by filtration. The crude product was purified by chromatography on a HORIZON HP...